From a dataset of the Open Reaction Database (ORD), a public repository of structured organic reaction records. describe an organic reaction: reactants, conditions, products, and yield The reactants are 150, C1(=CC=CC=C1)CCO (2-phenylethanol). The reagents and catalysts are [Ag] (silver). Run in O (water). Reaction conditions: time 0.07 second. Product: C1(=CC=CC=C1)CC=O (phenylacetaldehyde). The yield is 67.0%. As a reaction SMILES: [C:1]1([CH2:7][CH2:8][OH:9])[CH:6]=[CH:5][CH:4]=[CH:3][CH:2]=1>[Ag].O>[C:1]1([CH2:7][CH:8]=[O:9])[CH:6]=[CH:5][CH:4]=[CH:3][CH:2]=1. Procedure: The same installation as in Example 1 is used. A catalyst comprising 82 parts of silver crystals of particle sizes from 0.1 to 2.5 mm is introduced, as a homogeneous bed, into the reactor. The height of the catalyst bed is 30 mm. Using a similar method to Example 1, a mixture of 150 parts of 2-phenylethanol and 60 parts of water with 210 parts of air is passed per hour over the catalyst at 540° C. and 1.1 bar. The residence time is 0.07 second and the throughput 0.2 tonne/m2.h. 99 parts of pheny...